Dataset: the Open Reaction Database (ORD), a public repository of structured organic reaction records. Task: describe an organic reaction: reactants, conditions, products, and yield Reactants: BrC1=CC(=C(OC2=NC=NC3=CC(=C(C=C23)OC)OCCCN(S(=O)(=O)C)C)C=C1)F (4-(4-Bromo-2-fluorophenoxy)-6-methoxy-7-(3-(N-methyl N-methylsulphonylamino)propoxy)quinazoline), C(O)([O-])=O.[Na+] (sodium hydrogen carbonate). Run in Cl (hydrochloric acid). Reaction conditions: time 30 minute. The product is COC=1C=C2C(NC=NC2=CC1OCCCN(S(=O)(=O)C)C)=O (6-methoxy-7-(3-(N-methyl-N-methylsulphonylamino)propoxy)quinazolin-4-one). Isolated yield 104.0%. RXN SMILES: BrC1C=CC([O:6][C:7]2[C:16]3[C:11](=[CH:12][C:13]([O:19][CH2:20][CH2:21][CH2:22][N:23]([CH3:28])[S:24]([CH3:27])(=[O:26])=[O:25])=[C:14]([O:17][CH3:18])[CH:15]=3)[N:10]=[CH:9][N:8]=2)=C(F)C=1.C(=O)([O-])O.[Na+]>Cl>[CH3:18][O:17][C:14]1[CH:15]=[C:16]2[C:11](=[CH:12][C:13]=1[O:19][CH2:20][CH2:21][CH2:22][N:23]([CH3:28])[S:24]([CH3:27])(=[O:26])=[O:25])[N:10]=[CH:9][NH:8][C:7]2=[O:6] |f:1.2|. Reported procedure: 4-(4-Bromo-2-fluorophenoxy)-6-methoxy-7-(3-(N-methyl N-methylsulphonylamino)propoxy)quinazoline (4.70 g, 9.1 mmol) was dissolved in 2N aqueous hydrochloric acid solution (85 ml) and heated at reflux for 1 hour. After cooling, the solution was carefully poured into saturated aqueous sodium hydrogen carbonate solution (to pH8) and stirred vigorously for 30 minutes. The resulting precipitate was filtered and dried. The filter cake was then taken up as a suspension in acetone, filtered, washed with ... The reactants are CC1CCC(=C(C)C)C(C1)O (pulegol), Ru(OAc)2(dppe), [H][H] (hydrogen). The solvent is CO (methanol). Conditions: temperature 50 celsius, time 18 hour. Product: C[C@@H]1CC[C@@H](C(C1)O)C(C)C (neomenthol), C[C@@H]1CC[C@@H]([C@@H](C1)O)C(C)C (neoisomenthol). As a reaction SMILES: [CH3:1][CH:2]1[CH2:10][CH:9]([OH:11])[C:5](=[C:6]([CH3:8])[CH3:7])[CH2:4][CH2:3]1.[H][H]>CO>[CH3:1][C@H:2]1[CH2:10][CH:9]([OH:11])[C@@H:5]([CH:6]([CH3:8])[CH3:7])[CH2:4][CH2:3]1.[CH3:1][C@H:2]1[CH2:10][C@@H:9]([OH:11])[C@@H:5]([CH:6]([CH3:8])[CH3:7])[CH2:4][CH2:3]1. Procedure: A 100 ml capacity autoclave was charged with 3.1 g (20 mmol) of pulegol, 6.2 mg (0.01 mmol) of Ru(OAc)2(dppe) and methanol (3 ml), and the mixture was stirred at 50° C. for 18 hours while forcing 3 Mpa of hydrogen. After completion of the reaction, the reaction solution was cooled to room temperature and concentrated. A 3.1 g portion of a mixture of menthol:neomenthol:neoisomenthol=96:1.7:2.3 was obtained. The yield was 95.5%. The reactants are COC1=C(CCNC(C2=CC=C(C=C2)C(F)(F)F)=O)C=CC=C1 (N-(2-methoxyphenethyl)-4-(trifluoromethyl)benzamide), O=P12OP3(=O)OP(=O)(O1)OP(=O)(O2)O3 (phosphorus pentoxide), [OH-].[K+] (KOH), ice. Solvent: C1(=CC=CC=C1)C (toluene). The product is COC1=C2CCN=C(C2=CC=C1)C1=CC=C(C=C1)C(F)(F)F (5-methoxy-1-(4-(trifluoromethyl)phenyl)-3,4-dihydroisoquinoline). As a reaction SMILES: [CH3:1][O:2][C:3]1[CH:23]=[CH:22][CH:21]=[CH:20][C:4]=1[CH2:5][CH2:6][NH:7][C:8](=O)[C:9]1[CH:14]=[CH:13][C:12]([C:15]([F:18])([F:17])[F:16])=[CH:11][CH:10]=1.O=P12OP3(OP(OP(O3)(O1)=O)(=O)O2)=O.[OH-].[K+]>C1(C)C=CC=CC=1>[CH3:1][O:2][C:3]1[CH:23]=[CH:22][CH:21]=[C:20]2[C:4]=1[CH2:5][CH2:6][N:7]=[C:8]2[C:9]1[CH:14]=[CH:13][C:12]([C:15]([F:18])([F:17])[F:16])=[CH:11][CH:10]=1 |f:2.3|. Procedure: To a 100 mL round-bottomed flask was added N-(2-methoxyphenethyl)-4-(trifluoromethyl)benzamide (1.41 g, 4361 μmol, from step 1), toluene (30 mL), phosphorus pentoxide (1077 μL, 17445 μmol, Aldrich). The reaction mixture was stirred at reflux for overnight (ca 18 h). The mixture was cooled down to RT and poured it to ice (ca 100 g). The mixture was neutralized with KOH until pH 12. The mixture was extracted with EtOAc (2×100 mL). The organic extract was washed with saturated NaCl (50 mL), dried o... Reactants: O=C(Cl)c1cc(Cl)cc(Cl)c1Cl, N#C[Cu], [I-], [K+], Cc1ccccc1C. Product: N#CC(=O)c1cc(Cl)cc(Cl)c1Cl. Reaction SMILES: [Cl:6][c:7]1[c:8]([C:9](=[O:10])[Cl:11])[cH:12][c:13]([Cl:17])[cH:14][c:15]1[Cl:16].[Cu:1][C:2]#[N:3].[I-:5].[K+:4].[c:18]1([CH3:19])[c:20]([CH3:21])[cH:22][cH:23][cH:24][cH:25]1>>[C:2](#[N:3])[C:9]([c:8]1[c:7]([Cl:6])[c:15]([Cl:16])[cH:14][c:13]([Cl:17])[cH:12]1)=[O:10].